Dataset: the Open Reaction Database (ORD), a public repository of structured organic reaction records. Task: describe an organic reaction: reactants, conditions, products, and yield The reactants are C1CCCCC1 (cyclohexane), C(C)(=O)OCC (ethyl acetate), C(C)(C)(C)C1=CC=C(C=C1)C1=C(C=C(C(=C1)C)N)C (4′-tert-butyl-2,5-dimethylbiphenyl-4-amine), COC(N(CC)C)OC (N-(dimethoxymethyl)-N-methylethanamine). Solvent: CO (methanol). Conditions: temperature 45 celsius, time 24 hour. Product: C(C)(C)(C)C1=CC=C(C=C1)C1=C(C=C(C(=C1)C)N=CN(C)CC)C (N′-(4′-tert-butyl-2,5-dimethylbiphenyl-4-yl)-N-ethyl-N-methylimidoformamide). Yield: 47.6%. RXN SMILES: [C:1]([C:5]1[CH:10]=[CH:9][C:8]([C:11]2[CH:16]=[C:15]([CH3:17])[C:14]([NH2:18])=[CH:13][C:12]=2[CH3:19])=[CH:7][CH:6]=1)([CH3:4])([CH3:3])[CH3:2].CO[CH:22](OC)[N:23]([CH3:26])[CH2:24][CH3:25].C1CCCCC1.C(OCC)(=O)C>CO>[C:1]([C:5]1[CH:6]=[CH:7][C:8]([C:11]2[CH:16]=[C:15]([CH3:17])[C:14]([N:18]=[CH:22][N:23]([CH2:24][CH3:25])[CH3:26])=[CH:13][C:12]=2[CH3:19])=[CH:9][CH:10]=1)([CH3:4])([CH3:3])[CH3:2]. Procedure: To a mixture of 2.1 g (6.3 mmol) of 4′-tert-butyl-2,5-dimethylbiphenyl-4-amine in 2.5 ml methanol a solution of 8.8 mmol of N-(dimethoxymethyl)-N-methylethanamine (60% in methanol) was added. The reaction mixture was stirred for 24 hrs at 45° C. The reaction mixture was concentrated in vacuo. Column chromatographic (gradient: cyclohexane->ethyl acetate) yielded 0.96 g (3.0 mmol) 47% of N′-(4′-tert-butyl-2,5-dimethylbiphenyl-4-yl)-N-ethyl-N-methylimidoformamide; log P (pH 2.3)=2.67. Reactants: CCc1nc2ncnc(N3CCN(C(=O)Cc4ccccc4)CC3)c2[nH]1, CCCc1nc(N2CCN(C(=O)OC(C)(C)C)CC2)c2cc(CC)sc2n1. Product: CCCc1nc(N2CCN(C(=O)Cc3ccccc3)CC2)c2cc(CC)sc2n1. As a reaction SMILES: [CH2:1]([c:2]1[nH:3][c:4]2[c:5]([n:6][cH:7][n:8][c:9]2[N:10]2[CH2:11][CH2:12][N:13]([C:14](=[O:15])[CH2:19][c:20]3[cH:21][cH:22][cH:23][cH:24][cH:25]3)[CH2:16][CH2:17]2)[n:18]1)[CH3:26].[CH2:27]([CH3:28])[c:29]1[cH:30][c:31]2[c:32]([N:41]3[CH2:42][CH2:43][N:44]([C:47](=[O:48])[O:49][C:50]([CH3:51])([CH3:52])[CH3:53])[CH2:45][CH2:46]3)[n:33][c:34]([CH2:38][CH2:39][CH3:40])[n:35][c:36]2[s:37]1>>[CH2:19]([c:20]1[cH:21][cH:22][cH:23][cH:24][cH:25]1)[C:47]([N:44]1[CH2:43][CH2:42][N:41]([c:32]2[c:31]3[cH:30][c:29]([CH2:27][CH3:28])[s:37][c:36]3[n:35][c:34]([CH2:38][CH2:39][CH3:40])[n:33]2)[CH2:46][CH2:45]1)=[O:48]. Product: COC=1C=C(C=CC(=O)NC=2C(C(=O)O)=CC=CC2)C=CC1OC (N-(3',4'-dimethoxycinnamoyl)-anthranilic acid). As a reaction SMILES: [C:1]([OH:10])(=[O:9])[C:2]1[C:3](=[CH:5][CH:6]=[CH:7][CH:8]=1)[NH2:4].[Cl-].[Mg+2].[Cl-].S(Cl)(Cl)=O.[CH3:18][O:19][C:20]1[CH:25]=[CH:24][C:23](/[CH:26]=[CH:27]/[C:28](O)=[O:29])=[CH:22][C:21]=1[O:31][CH3:32]>O.CN(C)C=O>[CH3:32][O:31][C:21]1[CH:22]=[C:23]([CH:24]=[CH:25][C:20]=1[O:19][CH3:18])[CH:26]=[CH:27][C:28]([NH:4][C:3]1[C:2](=[CH:8][CH:7]=[CH:6][CH:5]=1)[C:1]([OH:10])=[O:9])=[O:29] |f:1.2.3|. The reactants are C(C=1C(N)=CC=CC1)(=O)O (anthranilic acid), [Cl-].[Mg+2].[Cl-] (magnesium chloride), S(=O)(Cl)Cl (thionyl chloride), COC1=C(C=C(C=C1)/C=C/C(=O)O)OC (3',4'-dimethoxycinnamic acid). The yield is 75.8%. Procedure details: Into 15 ml of dimethylformamide were dissolved with heating 2.06 g (0.015 mol) of anthranilic acid and 2.7 g of magnesium chloride (anhydrous), and the resulting solution was cooled to room temperature. To 10 ml of dimethylformamide were added in order 0.78 ml of thionyl chloride and 2.08 g (0.01 mol) of 3',4'-dimethoxycinnamic acid, during which the reaction system was stirred and cooled with ice and water. After being stirred for additional 15 minutes, the resulting mixture was added dropwise ... The solvent is O (water), CN(C=O)C (dimethylformamide), CN(C=O)C (dimethylformamide). Reactants: C(=O)([O-])[O-].[K+].[K+] (K2CO3), CC1(OB(OC1(C)C)C1=CCC2(OCCO2)CC1)C (4,4,5,5-tetramethyl-2-(1,4-dioxaspiro[4.5]dec-7-en-8-yl)-1,3,2-dioxaborolane), C(C)#N (acetonitrile), NC=1C(N(N(C1C)C)C1CCCCC1)=O (4-Amino-2-cyclohexyl-1,5-dimethyl-1H-pyrazol-3(2H)-one), NC=1C(N(N(C1C)C)C1CCCCC1)=O (4-Amino-2-cyclohexyl-1,5-dimethyl-1H-pyrazol-3(2H)-one), C(Cl)Cl (CH2Cl2). The reagents and catalysts are C1=CC=C(C=C1)P([C-]2C=CC=C2)C3=CC=CC=C3.C1=CC=C(C=C1)P([C-]2C=CC=C2)C3=CC=CC=C3.Cl[Pd]Cl.[Fe+2] (PdCl2(dppf)). The solvent is O (water). Run at temperature 100 celsius, time 30 minute. Yields the product CC=1C(=NOC1C1=CCC2(OCCO2)CC1)C(=O)OCC (Ethyl 4-methyl-5-(1,4-dioxaspiro[4.5]dec-7-en-8-yl)isoxazole-3-carboxylate). Reaction SMILES: CC1(C)C(C)(C)OB([C:9]2[CH2:18][CH2:17][C:12]3([O:16][CH2:15][CH2:14][O:13]3)[CH2:11][CH:10]=2)O1.N[C:21]1[C:22](=[O:34])N(C2CCCCC2)[N:24](C)[C:25]=1C.[C:35]([O-:38])([O-])=[O:36].[K+].[K+].[CH2:41](Cl)Cl.[C:44](#N)[CH3:45]>C1C=CC(P(C2C=CC=CC=2)[C-]2C=CC=C2)=CC=1.C1C=CC(P(C2C=CC=CC=2)[C-]2C=CC=C2)=CC=1.Cl[Pd]Cl.[Fe+2].O>[CH3:41][C:21]1[C:25]([C:35]([O:38][CH2:44][CH3:45])=[O:36])=[N:24][O:34][C:22]=1[C:9]1[CH2:18][CH2:17][C:12]2([O:13][CH2:14][CH2:15][O:16]2)[CH2:11][CH:10]=1 |f:2.3.4,7.8.9.10|. Procedure: To a 2-5 mL microwave vial containing a solution of 4,4,5,5-tetramethyl-2-(1,4-dioxaspiro[4.5]dec-7-en-8-yl)-1,3,2-dioxaborolane (586 mg, 2.200 mmol) in acetonitrile (2 mL) was added ethyl 5-bromo-4-methylisoxazole-3-carboxylate (Intermediate D) (515 mg, 2.200 mmol) followed by K2CO3 (912 mg, 6.60 mmol), PdCl2(dppf).CH2Cl2 adduct (17.97 mg, 0.022 mmol), and water (0.667 mL). The vial was flushed with nitrogen and stirred in the microwave (Biotage Smith Initiator) at 80° C. for 1 hour and 100° C.... RXN SMILES: [CH3:16][c:17]1[c:18]([CH:19]=[N+:20]2[CH2:21][CH2:22][CH2:23][CH2:24][CH2:25]2)[cH:26][cH:27][cH:28][cH:29]1.[Cl-:15].[n:1]1(-[c:6]2[c:7]([C:8](=[S:9])[NH2:10])[cH:11][cH:12][cH:13][cH:14]2)[cH:2][cH:3][cH:4][cH:5]1>>[n:1]1(-[c:6]2[c:7]([C:8](=[S:9])[NH2:10])[cH:11][cH:12][cH:13][cH:14]2)[cH:2][cH:3][cH:4][c:5]1[CH:19]([c:18]1[c:17]([CH3:16])[cH:29][cH:28][cH:27][cH:26]1)[N:20]1[CH2:21][CH2:22][CH2:23][CH2:24][CH2:25]1. Starting materials: Cc1ccccc1C=[N+]1CCCCC1, [Cl-], NC(=S)c1ccccc1-n1cccc1. Yields the product Cc1ccccc1C(c1cccn1-c1ccccc1C(N)=S)N1CCCCC1. Starting materials: ClCCCN1C(OC2=C1C=CC(=C2)[N+](=O)[O-])=O (3-(3-chloro-propyl)-6-nitro-3H-benzoxazol-2-one), CN(CCCO)C (3-Dimethylamino-propan-1-ol), CN1C(CCC1)=O (N-methylpyrrolidinone), [H-].[Na+] (sodium hydride), oil. Reaction conditions: time 5 minute. Product: CN(CCCOC(=O)N1CCCOC2=C1C=CC(=C2)[N+](=O)[O-])C (3-nitro-7,8-dihydro-6H-5-oxa-9-aza-benzocycloheptene-9-carboxylic acid 3-dimethylamino-propyl ester). Yield: 69.3%. As a reaction SMILES: [CH3:1][N:2]([CH3:7])[CH2:3][CH2:4][CH2:5][OH:6].CN1CCCC1=O.[H-].[Na+].Cl[CH2:18][CH2:19][CH2:20][N:21]1[C:25]2[CH:26]=[CH:27][C:28]([N+:30]([O-:32])=[O:31])=[CH:29][C:24]=2[O:23][C:22]1=[O:33]>>[CH3:1][N:2]([CH3:7])[CH2:3][CH2:4][CH2:5][O:6][C:22]([N:21]1[C:25]2[CH:26]=[CH:27][C:28]([N+:30]([O-:32])=[O:31])=[CH:29][C:24]=2[O:23][CH2:18][CH2:19][CH2:20]1)=[O:33] |f:2.3|. Procedure: 3-Dimethylamino-propan-1-ol (346 uL, 2.92 mmol) was dissolved in N-methylpyrrolidinone (25.0 mL, 259 mmol) and sodium hydride 60% dispersion in mineral oil (93.5 mg) was added. The reaction was stirred for 5 minutes and then 3-(3-chloro-propyl)-6-nitro-3H-benzoxazol-2-one (500 mg, 1.95 mmol) was added. The reaction was stirred at room temperature for 4 hours and then partitioned between ethyl ether (100 mL) and water (50 mL). The layers were separated and the organic layer was washed twice with ... The reactants are O=C(CC(=O)OC(C)(C)C)CCCCCCCCCCCCCCC (tert-butyl 3-oxooctadecanoate), [BH4-].[Na+] (sodium borohydride), ice water. The solvent is CO (methanol). Run at temperature 0 celsius, time 1 hour. Product: OC(CC(=O)OC(C)(C)C)CCCCCCCCCCCCCCC (tert-butyl 3-hydroxyoctadecanoate). Yield: 96.8%. Reaction SMILES: [O:1]=[C:2]([CH2:11][CH2:12][CH2:13][CH2:14][CH2:15][CH2:16][CH2:17][CH2:18][CH2:19][CH2:20][CH2:21][CH2:22][CH2:23][CH2:24][CH3:25])[CH2:3][C:4]([O:6][C:7]([CH3:10])([CH3:9])[CH3:8])=[O:5].[BH4-].[Na+]>CO>[OH:1][CH:2]([CH2:11][CH2:12][CH2:13][CH2:14][CH2:15][CH2:16][CH2:17][CH2:18][CH2:19][CH2:20][CH2:21][CH2:22][CH2:23][CH2:24][CH3:25])[CH2:3][C:4]([O:6][C:7]([CH3:8])([CH3:9])[CH3:10])=[O:5] |f:1.2|. Procedure: To a solution of tert-butyl 3-oxooctadecanoate (130 g) in methanol (700 ml) was added sodium borohydride (15 g) at 0° C. in a portionwise. The mixture was stirred for 1 hour at 0° C. To the reaction mixture was added ice water and from this whole the object compound was extracted with ethyl acetate. The ethyl acetate solution was washed with water, dried over magnesium sulfate and then evaporated to give a residue which was dried up by using high vacuum pump to afford crude tert-butyl 3-hydroxyo... The reactants are [Br-], CCOC(=O)c1cn(C(C(C)C)C(C)(C)O[SiH2]C(C)(C)C)c2cc(OC)c(Br)cc2c1=O, Cc1ccccc1, [Cl-], Fc1c(Cl)cccc1C[Zn+], [NH4+], O=C(C=Cc1ccccc1)C=Cc1ccccc1, C1CCOC1, O=C(C=Cc1ccccc1)C=Cc1ccccc1, O=C(C=Cc1ccccc1)C=Cc1ccccc1, [Pd], [Pd], c1ccc(P(c2ccccc2)c2ccccc2)cc1. The product is CCOC(=O)c1cn(C(C(C)C)C(C)(C)O[SiH2]C(C)(C)C)c2cc(OC)c(Cc3cccc(Cl)c3F)cc2c1=O. Reaction SMILES: [Br-:52].[Br:20][c:21]1[cH:22][c:23]2[c:24](=[O:51])[c:25]([C:46](=[O:47])[O:48][CH2:49][CH3:50])[cH:26][n:27]([CH:33]([CH:34]([CH3:35])[CH3:36])[C:37]([O:38][SiH2:39][C:40]([CH3:41])([CH3:42])[CH3:43])([CH3:44])[CH3:45])[c:28]2[cH:29][c:30]1[O:31][CH3:32].[CH3:126][c:127]1[cH:128][cH:129][cH:130][cH:131][cH:132]1.[Cl-:63].[Cl:53][c:54]1[c:55]([F:62])[c:56]([CH2:57][Zn+:58])[cH:59][cH:60][cH:61]1.[NH4+:64].[O:108]=[C:109]([CH:110]=[CH:111][c:112]1[cH:113][cH:114][cH:115][cH:116][cH:117]1)[CH:118]=[CH:119][c:120]1[cH:121][cH:122][cH:123][cH:124][cH:125]1.[O:65]1[CH2:66][CH2:67][CH2:68][CH2:69]1.[O:72]=[C:73]([CH:74]=[CH:75][c:76]1[cH:77][cH:78][cH:79][cH:80][cH:81]1)[CH:82]=[CH:83][c:84]1[cH:85][cH:86][cH:87][cH:88][cH:89]1.[O:90]=[C:91]([CH:92]=[CH:93][c:94]1[cH:95][cH:96][cH:97][cH:98][cH:99]1)[CH:100]=[CH:101][c:102]1[cH:103][cH:104][cH:105][cH:106][cH:107]1.[Pd:70].[Pd:71].[c:1]1([P:2]([c:3]2[cH:4][cH:5][cH:6][cH:7][cH:8]2)[c:9]2[cH:10][cH:11][cH:12][cH:13][cH:14]2)[cH:15][cH:16][cH:17][cH:18][cH:19]1>>[c:21]1([CH2:57][c:56]2[c:55]([F:62])[c:54]([Cl:53])[cH:61][cH:60][cH:59]2)[cH:22][c:23]2[c:24](=[O:51])[c:25]([C:46](=[O:47])[O:48][CH2:49][CH3:50])[cH:26][n:27]([CH:33]([CH:34]([CH3:35])[CH3:36])[C:37]([O:38][SiH2:39][C:40]([CH3:41])([CH3:42])[CH3:43])([CH3:44])[CH3:45])[c:28]2[cH:29][c:30]1[O:31][CH3:32].